The task is: describe an organic reaction: reactants, conditions, products, and yield. This data is from the Open Reaction Database (ORD), a public repository of structured organic reaction records. Reactants: [N+](=O)([O-])C1=C(C=O)C=CC=C1 (2-nitrobenzaldehyde), C(C)(=O)O (acetic acid), C(C)(=O)O[BH-](OC(C)=O)OC(C)=O.[Na+] (sodium triacetoxyborohydride), COC=1C=C2C(=CC=NC2=CC1OC)OC1=CC=C(C=C1)N (6,7-Dimethoxy-4-(4-aminophenyloxy)quinoline). Solvent: O1CCCC1 (tetrahydrofuran), O (Water). Conditions: time 30 minute. Product: COC=1C=C2C(=CC=NC2=CC1OC)OC1=CCC(C=C1)=NCC1=C(C=CC=C1)[N+](=O)[O-] (6,7-Dimethoxy-4-(4-(2-nitrophenylmethylimino)phenyloxy)quinoline). Yield: 62.2%. As a reaction SMILES: [CH3:1][O:2][C:3]1[CH:4]=[C:5]2[C:10](=[CH:11][C:12]=1[O:13][CH3:14])[N:9]=[CH:8][CH:7]=[C:6]2[O:15][C:16]1[CH:21]=[CH:20][C:19]([NH2:22])=[CH:18][CH:17]=1.[N+:23]([C:26]1[CH:33]=[CH:32][CH:31]=[CH:30][C:27]=1[CH:28]=O)([O-:25])=[O:24].C(O)(=O)C.C(O[BH-](OC(=O)C)OC(=O)C)(=O)C.[Na+]>O1CCCC1.O>[CH3:1][O:2][C:3]1[CH:4]=[C:5]2[C:10](=[CH:11][C:12]=1[O:13][CH3:14])[N:9]=[CH:8][CH:7]=[C:6]2[O:15][C:16]1[CH:17]=[CH:18][C:19](=[N:22][CH2:28][C:27]2[CH:30]=[CH:31][CH:32]=[CH:33][C:26]=2[N+:23]([O-:25])=[O:24])[CH2:20][CH:21]=1 |f:3.4|. Procedure details: 6,7-Dimethoxy-4-(4-aminophenyloxy)quinoline (500 mg, 1.6873 mmol) was dissolved in tetrahydrofuran (64 ml), and after adding 2-nitrobenzaldehyde (320 mg, 2.1091 mmol) and acetic acid (0.58 ml), sodium triacetoxyborohydride (720 mg, 3.3746 mmol) was further added and the mixture was stirred at room temperature for 11 hours and 30 minutes. Water and saturated saline were added, the mixture was extracted with ethyl acetate, washed with saturated saline and dried over anhydrous magnesium sulfate, an... Yield: 55.9%. Reported procedure: To a mixture of (+)-2-(3-iodobenzamido)-2(R)-phenylethan-1-ol (14.70 g, 40 mmol) and triphenylphosphine (13.64 g, 52 mmol) in dry tetrahydrofuran (350 ml) was added dropwise a solution of diethyl azodicarboxylate (10.52 g, 52 mmol) in dry tetrahydrofuran (15 ml). The reaction mixture was stirred for 18 h and volatiles removed by evaporation. The residue was purified by column chromatography on silica gel eluting with ethyl acetate-hexane (1:8) to afford (+)-4,5-dihydro-2-(3-iodophenyl)-4(R)-phen... Run in O1CCCC1 (tetrahydrofuran), O1CCCC1 (tetrahydrofuran). Run at time 18 hour. Starting materials: IC=1C=C(C(=O)N[C@@H](CO)C2=CC=CC=C2)C=CC1 ((+)-2-(3-iodobenzamido)-2(R)-phenylethan-1-ol), C1(=CC=CC=C1)P(C1=CC=CC=C1)C1=CC=CC=C1 (triphenylphosphine), N(=NC(=O)OCC)C(=O)OCC (diethyl azodicarboxylate). As a reaction SMILES: [I:1][C:2]1[CH:3]=[C:4]([CH:17]=[CH:18][CH:19]=1)[C:5]([NH:7][C@H:8]([C:11]1[CH:16]=[CH:15][CH:14]=[CH:13][CH:12]=1)[CH2:9][OH:10])=O.C1(P(C2C=CC=CC=2)C2C=CC=CC=2)C=CC=CC=1.N(C(OCC)=O)=NC(OCC)=O>O1CCCC1>[I:1][C:2]1[CH:3]=[C:4]([C:5]2[O:10][CH2:9][C@@H:8]([C:11]3[CH:16]=[CH:15][CH:14]=[CH:13][CH:12]=3)[N:7]=2)[CH:17]=[CH:18][CH:19]=1. Yields the product IC=1C=C(C=CC1)C=1OC[C@H](N1)C1=CC=CC=C1 ((+)-4,5-dihydro-2-(3-iodophenyl)-4(R)-phenyloxazole). The reactants are C(=O)(OCC)CCCC1C(C2=C(N(C3=C1C=CC=C3)CCCN(C)C)C=CC=C2)=O (10-carboethoxypropyl-5-(3'-dimethylaminopropyl)-5H-dibenz[b,f]azepine-11-one). Reagents/catalysts: [Pd] (palladium on carbon). The solvent is C(C)(=O)O (acetic acid). Conditions: time 4 day. Product: C(=O)(OCC)CCCC1CC2=C(N(C3=C1C=CC=C3)CCCN(C)C)C=CC=C2 (10-carboethoxypropyl-5-(3'-dimethylaminopropyl)-10,11-dihydro-5H-dibenz[b,f]azepine), starting material. The yield is 0.1%. Reaction SMILES: [C:1]([CH2:6][CH2:7][CH2:8][CH:9]1[C:15]2[CH:16]=[CH:17][CH:18]=[CH:19][C:14]=2[N:13]([CH2:20][CH2:21][CH2:22][N:23]([CH3:25])[CH3:24])[C:12]2[CH:26]=[CH:27][CH:28]=[CH:29][C:11]=2[C:10]1=O)([O:3][CH2:4][CH3:5])=[O:2]>C(O)(=O)C.[Pd]>[C:1]([CH2:6][CH2:7][CH2:8][CH:9]1[C:15]2[CH:16]=[CH:17][CH:18]=[CH:19][C:14]=2[N:13]([CH2:20][CH2:21][CH2:22][N:23]([CH3:24])[CH3:25])[C:12]2[CH:26]=[CH:27][CH:28]=[CH:29][C:11]=2[CH2:10]1)([O:3][CH2:4][CH3:5])=[O:2]. Procedure: In a 150 ml glass hydrogenation vessel were placed 1 g (2.45 mole) of the 10-carboethoxypropyl-5-(3'-dimethylaminopropyl)-5H-dibenz[b,f]azepine-11-one prepared in Example 6 dissolved in 35 ml of glacial acetic acid and 1 g of 10% palladium on carbon. The vessel was placed on a Parr-pressure apparatus, flushed with nitrogen, evacuated, pressurized to 60 psi hydrogen and shaken for 4 days with daily pressure adjustment. The vessel was then flushed with nitrogen, evacuated, filtered through a Celit... Reactants: C(CCC)(=O)C1C(CC(CC1=O)C=1C(NC2=CC=CC=C2C1)=O)=O (2-butyryl-5-(2-oxoquinol-3-yl)-cyclohexane-1,3-dione), C(C)ON (ethoxyamine). The solvent is CO (methanol). Yields the product C(C)ONC(CCC)=C1C(CC(CC1=O)C=1C(NC2=CC=CC=C2C1)=O)=O (2-(1-Ethoxyaminobutylidene)-5-(2-oxoquinol-3-yl)-cyclohexane-1,3-dione). As a reaction SMILES: [C:1]([CH:6]1[C:11](=[O:12])[CH2:10][CH:9]([C:13]2[C:14](=[O:23])[NH:15][C:16]3[C:21]([CH:22]=2)=[CH:20][CH:19]=[CH:18][CH:17]=3)[CH2:8][C:7]1=[O:24])(=O)[CH2:2][CH2:3][CH3:4].[CH2:25]([O:27][NH2:28])[CH3:26]>CO>[CH2:25]([O:27][NH:28][C:1](=[C:6]1[C:11](=[O:12])[CH2:10][CH:9]([C:13]2[C:14](=[O:23])[NH:15][C:16]3[C:21]([CH:22]=2)=[CH:20][CH:19]=[CH:18][CH:17]=3)[CH2:8][C:7]1=[O:24])[CH2:2][CH2:3][CH3:4])[CH3:26]. Reported procedure: 10 parts by weight of 2-butyryl-5-(2-oxoquinol-3-yl)-cyclohexane-1,3-dione, 2.0 parts by weight of ethoxyamine and 100 parts of methanol were stirred for 8 hours at room temperature. The solvent was distilled off under reduced pressure, the residue was taken up in 200 parts of dichloromethane, and the solution was washed with 5% strength hydrochloric acid, dried over sodium sulfate and evaporated down under reduced pressure. 2-(1-Ethoxyaminobutylidene)-5-(2-oxoquinol-3-yl)-cyclohexane-1,3-dione ... Reactants: O=C1C=C(Br)CCC1, C1CCOC1, Cn1cc(B2OC(C)(C)C(C)(C)O2)cn1, [F-], [K+]. The product is Cn1cc(C2=CC(=O)CCC2)cn1. RXN SMILES: [Br:1][C:2]1=[CH:3][C:4](=[O:8])[CH2:5][CH2:6][CH2:7]1.[CH2:26]1[O:27][CH2:28][CH2:29][CH2:30]1.[CH3:9][n:10]1[n:11][cH:12][c:13]([B:15]2[O:16][C:17]([CH3:18])([CH3:19])[C:20]([CH3:21])([CH3:22])[O:23]2)[cH:14]1.[F-:24].[K+:25]>>[C:2]1([c:13]2[cH:12][n:11][n:10]([CH3:9])[cH:14]2)=[CH:3][C:4](=[O:8])[CH2:5][CH2:6][CH2:7]1.